This data is from the Open Reaction Database (ORD), a public repository of structured organic reaction records. The task is: describe an organic reaction: reactants, conditions, products, and yield The reactants are OC[Si](C)(C)C (hydroxymethyltrimethylsilane), C(#N)CC(=O)O (cyanoacetic acid). The reagents and catalysts are S(O)(O)(=O)=O (sulfuric acid). The solvent is C1(=CC=CC=C1)C (toluene). The product is C(#N)CC(=O)OC[Si](C)(C)C (trimethylsilanylmethyl cyanoacetate). Isolated yield 69.7%. RXN SMILES: [OH:1][CH2:2][Si:3]([CH3:6])([CH3:5])[CH3:4].[C:7]([CH2:9][C:10](O)=[O:11])#[N:8]>C1(C)C=CC=CC=1.S(=O)(=O)(O)O>[C:7]([CH2:9][C:10]([O:1][CH2:2][Si:3]([CH3:6])([CH3:5])[CH3:4])=[O:11])#[N:8]. Procedure details: In a reactor fitted with a Dean-Stark apparatus hydroxymethyltrimethylsilane (3.8 g, 0.036 mol) and cyanoacetic acid (3.1 g, 0.036 mol) in 50 ml of toluene are refluxed for 4 hours in the presence of one drop of concentrated sulfuric acid. The organic phase is washed twice with water and is dried over sodium sulfate. It is concentrated under reduced pressure. Distillation under vacuum (b.p. 80° C. under 0.4 hPa) gives 4.3 g (69% yield) of trimethylsilanylmethyl cyanoacetate in the form of a colo... Reactants: NC1=NC(=NC(=C1N)N1CCN(CC1)C)C1=CC=CC=C1 (4,5-diamino-6-(4-methyl-1-piperazinyl)-2-phenylpyrimidine), C(C1=CC=NC=C1)(=O)O (isonicotinic acid). Solvent: P(=O)(Cl)(Cl)Cl (phosphorus oxychloride). Product: CN1CCN(CC1)C1=C2NC(=NC2=NC(=N1)C1=CC=CC=C1)C1=CC=NC=C1 (6-(4-methyl-1-piperazinyl)-2-phenyl-8-(4-pyridyl)purine). The yield is 52.6%. RXN SMILES: [NH2:1][C:2]1[C:7]([NH2:8])=[C:6]([N:9]2[CH2:14][CH2:13][N:12]([CH3:15])[CH2:11][CH2:10]2)[N:5]=[C:4]([C:16]2[CH:21]=[CH:20][CH:19]=[CH:18][CH:17]=2)[N:3]=1.[C:22](O)(=O)[C:23]1[CH:28]=[CH:27][N:26]=[CH:25][CH:24]=1>P(Cl)(Cl)(Cl)=O>[CH3:15][N:12]1[CH2:13][CH2:14][N:9]([C:6]2[N:5]=[C:4]([C:16]3[CH:17]=[CH:18][CH:19]=[CH:20][CH:21]=3)[N:3]=[C:2]3[C:7]=2[NH:8][C:22]([C:23]2[CH:28]=[CH:27][N:26]=[CH:25][CH:24]=2)=[N:1]3)[CH2:10][CH2:11]1. Procedure details: To 80 ml of phosphorus oxychloride are added 4 g of 4,5-diamino-6-(4-methyl-1-piperazinyl)-2-phenylpyrimidine and 1.7 g of isonicotinic acid, and the mixture is refluxed with heating for 6 hours under stirring. The reaction solution is concentrated and 700 ml of water is added to the residual oil. The solution is neutralized with an ammonia solution and the crystals precipitated are filtered, and then washed with water. Recrystallization from a mixture of chloroform and methanol (2:1) gives 2.7 ... The reactants are CCCCCCCCCCCCCCOc1ccc([N+](=O)[O-])cc1OCCCCCCCCCCCCCC, C1CCOC1, CCOC(C)=O, [H][H]. Yields the product CCCCCCCCCCCCCCOc1ccc(N)cc1OCCCCCCCCCCCCCC. As a reaction SMILES: [CH2:1]([CH2:2][CH2:3][CH2:4][CH2:5][CH2:6][CH2:7][CH2:8][CH2:9][CH2:10][CH2:11][CH2:12][CH2:13][CH3:14])[O:15][c:16]1[cH:17][c:18]([N+:37]([O-:38])=[O:39])[cH:19][cH:20][c:21]1[O:22][CH2:23][CH2:24][CH2:25][CH2:26][CH2:27][CH2:28][CH2:29][CH2:30][CH2:31][CH2:32][CH2:33][CH2:34][CH2:35][CH3:36].[CH2:42]1[O:43][CH2:44][CH2:45][CH2:46]1.[CH3:47][CH2:48][O:49][C:50](=[O:51])[CH3:52].[H:40][H:41]>>[CH2:1]([CH2:2][CH2:3][CH2:4][CH2:5][CH2:6][CH2:7][CH2:8][CH2:9][CH2:10][CH2:11][CH2:12][CH2:13][CH3:14])[O:15][c:16]1[cH:17][c:18]([NH2:37])[cH:19][cH:20][c:21]1[O:22][CH2:23][CH2:24][CH2:25][CH2:26][CH2:27][CH2:28][CH2:29][CH2:30][CH2:31][CH2:32][CH2:33][CH2:34][CH2:35][CH3:36]. Starting materials: C(C)OC(=O)C1=C(NC2=CC=C(C=C12)CC(=O)OCC)C (5-ethoxycarbonylmethyl-2-methyl-1H-indole-3-carboxylic acid ethyl ester), BrBr (bromine). The solvent is C(C)(=O)O (acetic acid). Conditions: time 10 minute. Yields the product C(C)OC(=O)C1=C(NC2=CC(=C(C=C12)CC(=O)OCC)Br)C (6-Bromo-5-ethoxycarbonylmethyl-2-methyl-1H-indole-3-carboxylic acid ethyl ester). Isolated yield 86.2%. As a reaction SMILES: [CH2:1]([O:3][C:4]([C:6]1[C:14]2[C:9](=[CH:10][CH:11]=[C:12]([CH2:15][C:16]([O:18][CH2:19][CH3:20])=[O:17])[CH:13]=2)[NH:8][C:7]=1[CH3:21])=[O:5])[CH3:2].[Br:22]Br>C(O)(=O)C>[CH2:1]([O:3][C:4]([C:6]1[C:14]2[C:9](=[CH:10][C:11]([Br:22])=[C:12]([CH2:15][C:16]([O:18][CH2:19][CH3:20])=[O:17])[CH:13]=2)[NH:8][C:7]=1[CH3:21])=[O:5])[CH3:2]. Procedure: To a solution of 5-ethoxycarbonylmethyl-2-methyl-1H-indole-3-carboxylic acid ethyl ester (3 g, 10.4 mmol) in acetic acid (20 mL) is added bromine (1.65 g, 10.4 mmol) dropwise, and the reaction mixture is stirred for 10 minutes. The solution is then concentrated in vacuo and chromatographed with a gradient of hexane/ethyl acetate (5%-30%) within 30 minutes to afford a yellow solid (3.3 g, 86%). MS: 368, 370 (M+1)+. RXN SMILES: [CH3:1][Si:2]([O:3][CH2:4][CH:5]1[CH:6]([O:21][CH:22]2[O:23][CH2:24][CH2:25][CH2:26][CH2:27]2)[CH2:7][CH:8]2[O:9][CH:10]([CH2:15][CH2:16][S:17]([O-:18])(=[O:19])=[O:20])[CH2:11][CH:12]=[CH:13][CH:14]12)([C:28]([CH3:29])([CH3:30])[CH3:31])[CH3:32].[CH3:37][CH2:38][O:39][C:40](=[O:41])[CH3:42].[CH3:43][S:44]([CH3:45])=[O:46].[Na:33][C:34]#[N:35].[OH2:36]>>[CH3:1][Si:2]([O:3][CH2:4][CH:5]1[CH:6]([O:21][CH:22]2[O:23][CH2:24][CH2:25][CH2:26][CH2:27]2)[CH2:7][CH:8]2[O:9][CH:10]([CH2:15][C:16]#[N:35])[CH2:11][CH:12]=[CH:13][CH:14]12)([C:28]([CH3:29])([CH3:30])[CH3:31])[CH3:32]. Reactants: CC(C)(C)[Si](C)(C)OCC1C(OC2CCCCO2)CC2OC(CCS(=O)(=O)[O-])CC=CC21, CCOC(C)=O, CS(C)=O, N#C[Na], O. Yields the product CC(C)(C)[Si](C)(C)OCC1C(OC2CCCCO2)CC2OC(CC#N)CC=CC21.